From a dataset of the Open Reaction Database (ORD), a public repository of structured organic reaction records. describe an organic reaction: reactants, conditions, products, and yield Reactants: FC1(OC=2C(=CC3=C(N=C(N3)SCC3=NC=C(C(=C3)OC)C)C2)O1)F (2,2-difluoro-6-[(4-methoxy-5-methyl-2-pyridyl)methylthio]-5H-[1,3-]-dioxolo[4,5-f]benzimidazole), Cl[O-].[Na+] (sodium hypochlorite), [OH-].[Na+] (sodium hydroxide), S(=S)(=O)([O-])[O-].[Na+].[Na+] (sodium thiosulfate), S(=O)(=O)([O-])[O-].[NH4+].[NH4+] (ammonium sulfate). Run in C(C)(=O)OCC (ethyl acetate). Reaction conditions: time 15 minute. Product: FC1(OC=2C(=CC3=C(N=C(N3)S(=O)CC3=NC=C(C(=C3)OC)C)C2)O1)F (2,2-Difluoro-6-[(4-methoxy-5-methyl-2-pyridyl)methylsulfinyl]-5H-[1,3-]-dioxolo[4,5-f]benzimidazole). The yield is 74.0%. Reaction SMILES: Cl[O-].[Na+].[OH-].[Na+].[F:6][C:7]1([F:30])[O:29][C:10]2=[CH:11][C:12]3[NH:16][C:15]([S:17][CH2:18][C:19]4[CH:24]=[C:23]([O:25][CH3:26])[C:22]([CH3:27])=[CH:21][N:20]=4)=[N:14][C:13]=3[CH:28]=[C:9]2[O:8]1.S([O-])([O-])(=[O:33])=S.[Na+].[Na+].S([O-])([O-])(=O)=O.[NH4+].[NH4+]>C(OCC)(=O)C>[F:30][C:7]1([F:6])[O:29][C:10]2=[CH:11][C:12]3[NH:16][C:15]([S:17]([CH2:18][C:19]4[CH:24]=[C:23]([O:25][CH3:26])[C:22]([CH3:27])=[CH:21][N:20]=4)=[O:33])=[N:14][C:13]=3[CH:28]=[C:9]2[O:8]1 |f:0.1,2.3,5.6.7,8.9.10|. Reported procedure: A mixture of 8 ml commercially available sodium hypochlorite solution (about 15% of active chlorine) and 5 ml of 10% strength sodium hydroxide solution is added dropwise to a suspension of 1.5 g of 2,2-difluoro-6-[(4-methoxy-5-methyl-2-pyridyl)methylthio]-5H-[1,3-]-dioxolo[4,5-f]benzimidazole in 60 ml of ethyl acetate at 0° C. in the course of 20 min., and stirring is continued at 0° C. for 15 min. 0.5 ml of 10% strength sodium thiosulfate solution and 1.3 g of ammonium sulfate are added, the or... The reactants are O.C(C1=CC=CC=C1)N1CC(CC(C1)=O)O (1-benzyl-3-hydroxy-5-oxo-1,2,3,6-tetrahydropyridine hydrate), C(C)(=O)[O-].[NH4+] (ammonium acetate), CO (Methanol), ClC1=C(C=O)C(=CC=C1Cl)F (2,3-dichloro-6-fluorobenzaldehyde), C(CC(=O)C)(=O)OCCOC1=C(C(=CC=C1)Cl)Cl (2-(2,3-dichlorophenoxy)ethyl acetoacetate). Conditions: time 4 hour. Yields the product ClC1=C(OCCOC(=O)C2=C(N(C=3CN(CC(C3C2C2=C(C(=CC=C2F)Cl)Cl)=O)C2=CC=CC=C2)C)C)C=CC=C1Cl (4-(2,3-Dichloro-6-fluorophenyl)-1,4,5,6,7,8-hexahydro-2-methyl-7-phenyl-methyl-5-oxo-1,7-naphthyridine-3-carboxylic acid 2-(2,3-dichlorophenoxy)ethyl ester). Yield: 52.3%. As a reaction SMILES: O.[CH2:2]([N:9]1[CH2:14][C:13](=O)[CH2:12][CH:11]([OH:16])[CH2:10]1)[C:3]1[CH:8]=[CH:7][CH:6]=[CH:5]C=1.[Cl:17][C:18]1[C:25]([Cl:26])=[CH:24][CH:23]=[C:22]([F:27])[C:19]=1[CH:20]=O.[C:28]([O:34][CH2:35][CH2:36][O:37][C:38]1[CH:43]=[CH:42][CH:41]=[C:40]([Cl:44])[C:39]=1[Cl:45])(=[O:33])[CH2:29][C:30]([CH3:32])=O.C([O-])(=O)C.[NH4+:50].[CH3:51]O>>[Cl:45][C:39]1[C:40]([Cl:44])=[CH:41][CH:42]=[CH:43][C:38]=1[O:37][CH2:36][CH2:35][O:34][C:28]([C:29]1[CH:20]([C:19]2[C:22]([F:27])=[CH:23][CH:24]=[C:25]([Cl:26])[C:18]=2[Cl:17])[C:12]2[C:11](=[O:16])[CH2:10][N:9]([C:2]3[CH:3]=[CH:8][CH:7]=[CH:6][CH:5]=3)[CH2:14][C:13]=2[N:50]([CH3:51])[C:30]=1[CH3:32])=[O:33] |f:0.1,4.5|. Procedure: Methanol (400 ml), 22.1 g (0.1 mole) of 1-benzyl-3-hydroxy-5-oxo-1,2,3,6-tetrahydropyridine hydrate, 19.3 g (0.1 mole) of 2,3-dichloro-6-fluorobenzaldehyde, 29.1 g (0.1 mole) of 2-(2,3-dichlorophenoxy)ethyl acetoacetate and 16 g (0.21 mole) of ammonium acetate were combined and heated to reflux. Solid began to precipitate after one-half hour, but refluxing was continued for 4 hours. The mixture was cooled to room temperature and filtered. The solid was washed with methanol, then dried in vacuo t... Reactants: CCO, CCOC(C)=O, Nc1nc(Cl)cc(Oc2ccc3c(c2)CCN3C(=O)Nc2cccc(C(F)(F)F)c2)n1. The product is Nc1nccc(Oc2ccc3c(c2)CCN3C(=O)Nc2cccc(C(F)(F)F)c2)n1. RXN SMILES: [CH3:32][CH2:33][OH:34].[CH3:35][CH2:36][O:37][C:38]([CH3:39])=[O:40].[F:1][C:2]([c:3]1[cH:4][c:5]([NH:9][C:10](=[O:11])[N:12]2[CH2:13][CH2:14][c:15]3[cH:16][c:17]([O:21][c:22]4[n:23][c:24]([NH2:29])[n:25][c:26]([Cl:28])[cH:27]4)[cH:18][cH:19][c:20]32)[cH:6][cH:7][cH:8]1)([F:30])[F:31]>>[F:1][C:2]([c:3]1[cH:4][c:5]([NH:9][C:10](=[O:11])[N:12]2[CH2:13][CH2:14][c:15]3[cH:16][c:17]([O:21][c:22]4[n:23][c:24]([NH2:29])[n:25][cH:26][cH:27]4)[cH:18][cH:19][c:20]32)[cH:6][cH:7][cH:8]1)([F:30])[F:31].